This data is from the Open Reaction Database (ORD), a public repository of structured organic reaction records. The task is: describe an organic reaction: reactants, conditions, products, and yield Reactants: C(C)(C)(C)[Si](N1CCC=2C1=NC=C(C2)[Sn](CCCC)(CCCC)CCCC)(C)C (1-(tert-Butyl-dimethyl-silanyl)-5-tributylstannanyl-2,3-dihydro-1H-pyrrolo[2,3-b]pyridine), C1(=CC=CC=C1)CBr (PhCH2Br). The reagents and catalysts are Cl[Pd]([P](C1=CC=CC=C1)(C2=CC=CC=C2)C3=CC=CC=C3)([P](C4=CC=CC=C4)(C5=CC=CC=C5)C6=CC=CC=C6)Cl ((Ph3P)2PdCl2). The solvent is C1CCOC1 (THF). Conditions: time 2.5 hour. The product is C(C1=CC=CC=C1)C=1C=C2C(=NC1)NCC2 (5-Benzyl-2,3-dihydro-1H-pyrrolo[2,3-b]pyridine). Isolated yield 14.1%. As a reaction SMILES: C([Si](C)(C)[N:6]1[C:10]2=[N:11][CH:12]=[C:13]([Sn](CCCC)(CCCC)CCCC)[CH:14]=[C:9]2[CH2:8][CH2:7]1)(C)(C)C.[C:30]1([CH2:36]Br)[CH:35]=[CH:34][CH:33]=[CH:32][CH:31]=1>C1COCC1.Cl[Pd](Cl)([P](C1C=CC=CC=1)(C1C=CC=CC=1)C1C=CC=CC=1)[P](C1C=CC=CC=1)(C1C=CC=CC=1)C1C=CC=CC=1>[CH2:36]([C:13]1[CH:14]=[C:9]2[CH2:8][CH2:7][NH:6][C:10]2=[N:11][CH:12]=1)[C:30]1[CH:35]=[CH:34][CH:33]=[CH:32][CH:31]=1 |^1:45,64|. Procedure details: To a stirred solution of the crude stannane 17 (172 mg, 0.33 mmol) in THF (2.5 mL) was added PhCH2Br (0.03 mL, 0.27 mmol) and (Ph3P)2PdCl2 (5 mg, 0.007 mmol). The mixture was refluxed under N2 for 19 h, cooled, and partitioned between AcOEt-brine. The aqueous layer was extracted with AcOEt (2×). The combined organic solutions were dried (MgSO4), and concentrated in vacuum. The residual yellow oil was dissolved in MeOH (3 mL) and treated with a 10% solution of HCl in MeOH (2 mL). The mixture was ... The reactants are FC=1C(NC(NC1)=O)=O (5-fluorouracil), O1CCC=C1 (2,3-dihydrofuran), FC=1C(NC(NC1)=O)=O (5-fluorouracil). Run in CN(C=O)C (dimethylformamide). The product is O1C(CCC1)N1C(=O)NC(=O)C(=C1)F (1-(2-tetrahydrofuryl)-5-fluorouracil). The yield is 60.0%. RXN SMILES: [F:1][C:2]1[C:3](=[O:9])[NH:4][C:5](=[O:8])[NH:6][CH:7]=1.[O:10]1[CH:14]=[CH:13][CH2:12][CH2:11]1>CN(C)C=O>[O:10]1[CH2:14][CH2:13][CH2:12][CH:11]1[N:6]1[CH:7]=[C:2]([F:1])[C:3](=[O:9])[NH:4][C:5]1=[O:8]. Procedure details: In 20 ml of dimethylformamide were dissolved 1.3 g of 5-fluorouracil. To this solution were added 1.4 g of 2,3-dihydrofuran and the mixture was reacted in an autoclave for 5 hours at 170° C. After completion of the reaction, the reaction liquid was treated in the same manner as described in Example 1 whereby 0.35 g of the starting 5-fluorouracil was recovered as a substance insoluble in chloroform and 1.20 g of 1-(2-tetrahydrofuryl)-5-fluorouracil were obtained. The yield of the end product was ... The reactants are COC(=O)C1=CC=C(C(=O)NN)C=C1 (p-methoxycarbonylbenzoylhydrazine), C(C=CC1=CC=CC=C1)(=O)Cl (cinnamoyl chloride). Run in N-dimethylacetamide. Conditions: time 6 hour. Yields the product C(C=CC1=CC=CC=C1)(=O)NNC(C1=CC=C(C=C1)C(=O)OC)=O (N-cinnamoyl-N'-(p-methoxycarbonylbenzoyl)hydrazine). The yield is 71.8%. As a reaction SMILES: [CH3:1][O:2][C:3]([C:5]1[CH:14]=[CH:13][C:8]([C:9]([NH:11][NH2:12])=[O:10])=[CH:7][CH:6]=1)=[O:4].[C:15](Cl)(=[O:24])[CH:16]=[CH:17][C:18]1[CH:23]=[CH:22][CH:21]=[CH:20][CH:19]=1>>[C:15]([NH:12][NH:11][C:9](=[O:10])[C:8]1[CH:13]=[CH:14][C:5]([C:3]([O:2][CH3:1])=[O:4])=[CH:6][CH:7]=1)(=[O:24])[CH:16]=[CH:17][C:18]1[CH:23]=[CH:22][CH:21]=[CH:20][CH:19]=1. Procedure: In a flask were placed 5 g of p-methoxycarbonylbenzoylhydrazine, 4.3 g of cinnamoyl chloride and 30 ml of N-dimethylacetamide, and the reaction was carried out with stirring at 30° - 40° C for 6 hours. After completion of the reaction, the produced precipitate was collected by filtration and washed with water. The so obtained precipitate was then recrystallized twice from acetic acid and dried under reduced pressure to yield 6 g of N-cinnamoyl-N'-(p-methoxycarbonylbenzoyl)hydrazine as white crys... Reactants: N[C@@H]1CC[C@H](CC1)NC=1C=C(C=2N(N1)C(=CN2)C(=O)NC2=C(C=NC=C2)F)NC2=NC(=CC=C2)Br (6-((trans)-4-aminocyclohexylamino)-8-(6-bromopyridin-2-ylamino)-N-(3-fluoropyridin-4-yl)imidazo[1,2-b]pyridazine-3-carboxamide), N[C@@H]1CC[C@H](CC1)O ((trans)-4-aminocyclohexanol), CO (MeOH). Run in CN1CCCC1=O (NMP). Conditions: temperature 160 celsius. The product is N[C@@H]1CC[C@H](CC1)NC=1C=C(C=2N(N1)C(=CN2)C(=O)NC2=C(C=NC=C2)F)NC2=NC(=CC=C2)N[C@@H]2CC[C@H](CC2)O (6-((trans-4-aminocyclohexyl)amino)-N-(3-fluoro-4-pyridinyl)-8-((6-((trans-4-hydroxycyclohexyl)amino)-2-pyridinyl)amino)imidazo[1,2-b]pyridazine-3-carboxamide). The yield is 45.4%. RXN SMILES: [NH2:1][C@H:2]1[CH2:7][CH2:6][C@H:5]([NH:8][C:9]2[CH:10]=[C:11]([NH:28][C:29]3[CH:34]=[CH:33][CH:32]=[C:31](Br)[N:30]=3)[C:12]3[N:13]([C:15]([C:18]([NH:20][C:21]4[CH:26]=[CH:25][N:24]=[CH:23][C:22]=4[F:27])=[O:19])=[CH:16][N:17]=3)[N:14]=2)[CH2:4][CH2:3]1.[NH2:36][C@H:37]1[CH2:42][CH2:41][C@H:40]([OH:43])[CH2:39][CH2:38]1.CO>CN1C(=O)CCC1>[NH2:1][C@H:2]1[CH2:7][CH2:6][C@H:5]([NH:8][C:9]2[CH:10]=[C:11]([NH:28][C:29]3[CH:34]=[CH:33][CH:32]=[C:31]([NH:36][C@H:37]4[CH2:42][CH2:41][C@H:40]([OH:43])[CH2:39][CH2:38]4)[N:30]=3)[C:12]3[N:13]([C:15]([C:18]([NH:20][C:21]4[CH:26]=[CH:25][N:24]=[CH:23][C:22]=4[F:27])=[O:19])=[CH:16][N:17]=3)[N:14]=2)[CH2:4][CH2:3]1. Procedure: A mixture of 46A (25 mg, 0.046 mmol) and (trans)-4-aminocyclohexanol (100 mg, 0.868 mmol) in NMP (0.4 mL) was heated at 160° C. in a microwave for 1.5 h (300 W), and then cooled to room temperature. The mixture was diluted by MeOH, and purified by preparative reversed-phase HPLC to give 6-((trans-4-aminocyclohexyl)amino)-N-(3-fluoro-4-pyridinyl)-8-((6-((trans-4-hydroxycyclohexyl)amino)-2-pyridinyl)amino)imidazo[1,2-b]pyridazine-3-carboxamide (12 mg, 28%) as a yellow solid. HPLC Rt=2.517 min (Chr...